From a dataset of the Open Reaction Database (ORD), a public repository of structured organic reaction records. describe an organic reaction: reactants, conditions, products, and yield Starting materials: Cl.CN(CCCN=C=NCC)C (1-(3-Dimethylaminopropyl)-3-ethylcarbodiimide hydrochloride), ClC1=C(C=CC(=C1)S(=O)(=O)C1=CC=C(C=C1)C(=O)O)NC([C@@](C(F)(F)F)(C)O)=O ((R)-N-[2-chloro-4-(4-carboxyphenyl-sulphonyl)phenyl]-2-hydroxy-2-methyl-3,3,3-trifluoropropanamide), NC1=CC=CC=C1 (aniline). The reagents and catalysts are CN(C1=CC=NC=C1)C (4-(dimethylamino)pyridine). Solvent: C(Cl)Cl (DCM). Reaction conditions: time 6 day. The product is ClC1=C(C=CC(=C1)S(=O)(=O)C1=CC=C(C=C1)C(=O)NC1=CC=CC=C1)NC([C@@](C(F)(F)F)(C)O)=O ((R)-N-[2-Chloro-4-(4-anilinocarbonylphenylsulphonyl)phenyl]-2-hydroxy-2-methyl-3,3,3-trifluoropropanamide). Reaction SMILES: Cl.CN(C)CCCN=C=NCC.[Cl:13][C:14]1[CH:19]=[C:18]([S:20]([C:23]2[CH:28]=[CH:27][C:26]([C:29](O)=[O:30])=[CH:25][CH:24]=2)(=[O:22])=[O:21])[CH:17]=[CH:16][C:15]=1[NH:32][C:33](=[O:41])[C@:34]([OH:40])([CH3:39])[C:35]([F:38])([F:37])[F:36].[NH2:42][C:43]1[CH:48]=[CH:47][CH:46]=[CH:45][CH:44]=1>CN(C)C1C=CN=CC=1.C(Cl)Cl>[Cl:13][C:14]1[CH:19]=[C:18]([S:20]([C:23]2[CH:28]=[CH:27][C:26]([C:29]([NH:42][C:43]3[CH:48]=[CH:47][CH:46]=[CH:45][CH:44]=3)=[O:30])=[CH:25][CH:24]=2)(=[O:21])=[O:22])[CH:17]=[CH:16][C:15]=1[NH:32][C:33](=[O:41])[C@:34]([OH:40])([CH3:39])[C:35]([F:38])([F:37])[F:36] |f:0.1|. Reported procedure: 1-(3-Dimethylaminopropyl)-3-ethylcarbodiimide hydrochloride (0.195 g) was added to a solution of 4-(dimethylamino)pyridine (0.25 g), (R)-N-[2-chloro-4-(4-carboxyphenyl-sulphonyl)phenyl]-2-hydroxy-2-methyl-3,3,3-trifluoropropanamide (Example 121) (0.317 g) and aniline (0.075 ml) in DCM (30 ml) and the mixture was stirred for 6 days. Solvent was then removed by evaporation and the residue was partitioned between ethyl acetate (50 ml) and dilute aqueous hydrochloric acid (25 ml). The aqueous layer ...